Dataset: the Open Reaction Database (ORD), a public repository of structured organic reaction records. Task: describe an organic reaction: reactants, conditions, products, and yield Starting materials: C(C)(C)(C)OC(=O)N1CCN(CCC1)C1=C(C=CC=C1)OC (4-(2-methoxy-phenyl)-[1,4]diazepane-1-carboxylic acid tert-butyl ester), FC(C(=O)O)(F)F (trifluoroacetic acid), C(=O)(O)[O-].[Na+] (NaHCO3), FC(C(=O)O)(F)F (trifluoroacetic acid). The solvent is C(Cl)Cl (CH2Cl2). Conditions: temperature 23 celsius, time 30 minute. Product: COC1=C(C=CC=C1)N1CCNCCC1 (1-(2-Methoxy-phenyl)-[1,4]diazepane). Isolated yield 74.0%. RXN SMILES: C(OC([N:8]1[CH2:14][CH2:13][CH2:12][N:11]([C:15]2[CH:20]=[CH:19][CH:18]=[CH:17][C:16]=2[O:21][CH3:22])[CH2:10][CH2:9]1)=O)(C)(C)C.FC(F)(F)C(O)=O.C([O-])(O)=O.[Na+]>C(Cl)Cl>[CH3:22][O:21][C:16]1[CH:17]=[CH:18][CH:19]=[CH:20][C:15]=1[N:11]1[CH2:12][CH2:13][CH2:14][NH:8][CH2:9][CH2:10]1 |f:2.3|. Procedure details: To 2.03 g (6.62 mmol) of 4-(2-methoxy-phenyl)-[1,4]diazepane-1-carboxylic acid tert-butyl ester in 30 mL CH2Cl2 at 23° C. was added 5 mL trifluoroacetic acid. After stirring at 23° C. for 30 min, 4 additional mL of trifluoroacetic acid were added. After a total of 1 h, the reaction solution was poured into 200 mL of saturated aqueous NaHCO3 and extracted with 3×100 mL of EtOAc. The combined organics were washed with 1×200 mL H2O, 1×200 mL brine, dried over Na2SO4, filtered and evaporated to give... The reactants are COC([C@@H](N(C(=O)OCC1=CC=CC=C1)O[Si](C1=CC=CC=C1)(C1=CC=CC=C1)C(C)(C)C)CO)=O (t-Butyldiphenylsilyloxy-N-benzyloxycarbonyl-L-serine methyl ester). The reagents and catalysts are [Pd] (palladium on charcoal). Solvent: CO (methanol). The product is COC([C@@H](NO[Si](C1=CC=CC=C1)(C1=CC=CC=C1)C(C)(C)C)CO)=O (t-butyldiphenylsilyloxy-L-serine methyl ester). The yield is 81.0%. Reaction SMILES: [CH3:1][O:2][C:3](=[O:36])[C@H:4]([CH2:34][OH:35])[N:5]([O:16][Si:17]([C:30]([CH3:33])([CH3:32])[CH3:31])([C:24]1[CH:29]=[CH:28][CH:27]=[CH:26][CH:25]=1)[C:18]1[CH:23]=[CH:22][CH:21]=[CH:20][CH:19]=1)C(OCC1C=CC=CC=1)=O>CO.[Pd]>[CH3:1][O:2][C:3](=[O:36])[C@H:4]([CH2:34][OH:35])[NH:5][O:16][Si:17]([C:30]([CH3:33])([CH3:31])[CH3:32])([C:18]1[CH:23]=[CH:22][CH:21]=[CH:20][CH:19]=1)[C:24]1[CH:29]=[CH:28][CH:27]=[CH:26][CH:25]=1. Reported procedure: t-Butyldiphenylsilyloxy-N-benzyloxycarbonyl-L-serine methyl ester (32.0 g, 65.1 mmol) (obtained as described in Reference Example 39(1)) in methanol (960 ml) was subjected to catalytic hydrogenation in the presence of 10% palladium on charcoal at room temperature for 2 hours. At the end of this time, the reaction mixture was filtered and the filtrate was concentrated under reduced pressure. The residue was purified by chromatography on a silica gel column using methylene chloride:methanol (95:5)... The product is CC(C)(C#N)C(=O)CC#N. Reactants: COC(=O)C(C)(C)C#N, C1CCOC1, CC#N, [H-], [Na+]. RXN SMILES: [C:6](#[N:7])[C:8]([C:9](=[O:10])[O:11][CH3:12])([CH3:13])[CH3:14].[CH2:15]1[O:16][CH2:17][CH2:18][CH2:19]1.[CH3:1][C:2]#[N:3].[H-:5].[Na+:4]>>[CH2:1]([C:2]#[N:3])[C:9]([C:8]([C:6]#[N:7])([CH3:13])[CH3:14])=[O:10]. The reactants are BrN1C(CCC1=O)=O (N-bromosuccinimide), azoisobutyronitrile, resultant mixture, BrN1C(CCC1=O)=O (N-bromosuccinimide), azoisobutyronitrile, C(C)(=O)OCC (ethyl acetate), C(#N)C=1C=CC(=C(OCCNC(C2=CC=C(C=C2)C#N)=O)C1)C (N-[2-(5-cyano-2-methylphenoxy)ethyl]-4-cyanobenzamide). Solvent: C(Cl)(Cl)(Cl)Cl (carbon tetrachloride). Reaction conditions: temperature 100 celsius, time 3 day. Product: C(#N)C=1C=CC(=C(OCCNC(C2=CC=C(C=C2)C#N)=O)C1)CBr (N-[2-(5-cyano-2-bromomethylphenoxy)ethyl]-4-cyanobenzamide). As a reaction SMILES: [C:1]([C:3]1[CH:4]=[CH:5][C:6]([CH3:23])=[C:7]([CH:22]=1)[O:8][CH2:9][CH2:10][NH:11][C:12](=[O:21])[C:13]1[CH:18]=[CH:17][C:16]([C:19]#[N:20])=[CH:15][CH:14]=1)#[N:2].[Br:24]N1C(=O)CCC1=O.C(OCC)(=O)C>C(Cl)(Cl)(Cl)Cl>[C:1]([C:3]1[CH:4]=[CH:5][C:6]([CH2:23][Br:24])=[C:7]([CH:22]=1)[O:8][CH2:9][CH2:10][NH:11][C:12](=[O:21])[C:13]1[CH:14]=[CH:15][C:16]([C:19]#[N:20])=[CH:17][CH:18]=1)#[N:2]. Procedure details: 12.0 g (39.3 mmol) of N-[2-(5-cyano-2-methylphenoxy)ethyl]-4-cyanobenzamide was dissolved in 200 ml of carbon tetrachloride. 7.00 g (39.3 mmol) of N-bromosuccinimide and 700 mg (4.26 mmol) of azoisobutyronitrile were added to the solution. After stirring at 100° C. for 3 days, 16.8 g (94.4 mmol) of N-bromosuccinimide and 2.1 g (12.8 mmol) of azoisobutyronitrile were added to the resultant mixture, and they were stirred for additional 2 days. After the treatment with ethyl acetate as the extracta... Reactants: ClS(=O)(=O)N=C=O (Chlorosulfonyl isocyanate), ClC1=C(C=NC=C1)C=1N(C2=CC=CC=C2C1)C (2-(4-chloro-pyridin-3-yl)-1-methyl-1H-indole), ClCCl (dichloromethane). Run in CN(C)C=O (DMF). Run at time 20 minute. Yields the product [NH4+].[OH-] (NH4OH), ClC1=C(C=NC=C1)C=1NC2=CC=CC=C2C1C#N (2-(4-chloro-pyridin-3-yl)-1H-indole-3-carbonitrile). Yield: 0.1%. Reaction SMILES: [Cl:1][C:2]1[CH:7]=[CH:6][N:5]=[CH:4][C:3]=1[C:8]1[N:9](C)[C:10]2[C:15]([CH:16]=1)=[CH:14][CH:13]=[CH:12][CH:11]=2.ClCCl.ClS([N:25]=[C:26]=O)(=O)=[O:23]>CN(C=O)C>[NH4+:5].[OH-:23].[Cl:1][C:2]1[CH:7]=[CH:6][N:5]=[CH:4][C:3]=1[C:8]1[NH:9][C:10]2[C:15]([C:16]=1[C:26]#[N:25])=[CH:14][CH:13]=[CH:12][CH:11]=2 |f:4.5|. Reported procedure: A flask is charged with 2-(4-chloro-pyridin-3-yl)-1-methyl-1H-indole (Example 107, 0.110 g, 0.418 mmol) and dichloromethane (5 mL). Chlorosulfonyl isocyanate (0.091 mL, 1.04 mmol) is added and the reaction is stirred for 2 min, whereupon DMF (1 mL) is added. After another 20 min, the reaction is concentrated in vacuo and the residue is purified by reverse phase HPLC with Xbridge Shield RP18 column and a 0.1% aqueous NH4OH in acetonitrile gradient to afford 2-(4-chloro-pyridin-3-yl)-1H-indole-3-c... Reactants: FC1=C(C=CC(=C1)F)C(C(F)(F)C1=CC=C(C=N1)OC1=CC=C(C#N)C=C1)(CN1N=NNC1=S)O (4-((6-(2-(2,4-difluorophenyl)-1,1-difluoro-2-hydroxy-3-(5-thioxo-4,5-dihydro-1H-tetrazol-1-yl)propyl)pyridin-3-yl)oxy)benzonitrile), CI (methyl iodide), [H-].[Na+] (sodium hydride), N#N (N2). The solvent is C1CCOC1 (THF). Reaction conditions: time 1 hour. The product is FC1=C(C=CC(=C1)F)C(C(F)(F)C1=CC=C(C=N1)OC1=CC=C(C#N)C=C1)(CN1N=NN=C1SC)O (4-((6-(2-(2,4-difluorophenyl)-1,1-difluoro-2-hydroxy-3-(5-(methylthio)-1H-tetrazol-1-yl)propyl)pyridin-3-yl)oxy)benzonitrile), solid. The yield is 76.0%. RXN SMILES: [F:1][C:2]1[CH:7]=[C:6]([F:8])[CH:5]=[CH:4][C:3]=1[C:9]([OH:35])([CH2:28][N:29]1[C:33](=[S:34])[NH:32][N:31]=[N:30]1)[C:10]([C:13]1[N:18]=[CH:17][C:16]([O:19][C:20]2[CH:27]=[CH:26][C:23]([C:24]#[N:25])=[CH:22][CH:21]=2)=[CH:15][CH:14]=1)([F:12])[F:11].[H-].[Na+].N#N.[CH3:40]I>C1COCC1>[F:1][C:2]1[CH:7]=[C:6]([F:8])[CH:5]=[CH:4][C:3]=1[C:9]([OH:35])([CH2:28][N:29]1[C:33]([S:34][CH3:40])=[N:32][N:31]=[N:30]1)[C:10]([C:13]1[N:18]=[CH:17][C:16]([O:19][C:20]2[CH:21]=[CH:22][C:23]([C:24]#[N:25])=[CH:26][CH:27]=2)=[CH:15][CH:14]=1)([F:12])[F:11] |f:1.2|. Procedure: To a magnetically stirred mixture of 4-((6-(2-(2,4-difluorophenyl)-1,1-difluoro-2-hydroxy-3-(5-thioxo-4,5-dihydro-1H-tetrazol-1-yl)propyl)pyridin-3-yl)oxy)benzonitrile (100 mg, 0.199 mmol) in dry THF (1990 μL) was added sodium hydride (17.51 mg, 0.438 mmol) in a 10 mL vial under N2 atmosphere. The reaction mixture was stirred at 0° C. for 15 min at which point methyl iodide (12.44 μL, 0.199 mmol) was added via microsyringe. The reaction was allowed to continue stifling at 0° C. for 1 hour. At th... The reactants are C(C=C)C1=C(C(=O)OCC)C=CC=C1O (ethyl 2-allyl-3-hydroxybenzoate), C(C1=CC=CC=C1)Br (benzyl bromide), C([O-])([O-])=O.[K+].[K+] (potassium carbonate). Run in CN(C)C=O (DMF), O (water). Product: C(C=C)C1=C(C(=O)OCC)C=CC=C1OCC1=CC=CC=C1 (Ethyl 2-allyl-3-benzyloxybenzoate). As a reaction SMILES: [CH2:1]([C:4]1[C:14]([OH:15])=[CH:13][CH:12]=[CH:11][C:5]=1[C:6]([O:8][CH2:9][CH3:10])=[O:7])[CH:2]=[CH2:3].[CH2:16](Br)[C:17]1[CH:22]=[CH:21][CH:20]=[CH:19][CH:18]=1.C(=O)([O-])[O-].[K+].[K+]>CN(C=O)C.O>[CH2:1]([C:4]1[C:14]([O:15][CH2:16][C:17]2[CH:22]=[CH:21][CH:20]=[CH:19][CH:18]=2)=[CH:13][CH:12]=[CH:11][C:5]=1[C:6]([O:8][CH2:9][CH3:10])=[O:7])[CH:2]=[CH2:3] |f:2.3.4|. Procedure: A mixture of ethyl 2-allyl-3-hydroxybenzoate (20.6 g, 100 mmol), benzyl bromide (18 g, 105 mmol), and potassium carbonate (17 g, 123 mmol), was heated in DMF to 100° C. for 18 hr. The mixture was cooled and diluted with water (500 ml), and extracted with ethyl acetate three times. The ethyl acetate extracts were dried over brine and concentrated in vacuo to a tan oil (29.6 g, 100%). Conditions: temperature -5 celsius, time 30 minute. The solvent is C1CCOC1 (THF), C(C)(=O)OCC (Ethyl acetate). Procedure details: A 1 M ethylmagnesium bromide/THF solution (4.78 ml) was added in an argon atmosphere at −40° C. to a solution of 963 mg of 5-iodo-7-methylthioimidazo[5,1-b]thiazole in 30 ml of dry THF. The mixture was stirred at the same temperature for 30 min. Acetyl chloride (0.35ml) was added thereto. The temperature of the system was raised to −5° C. over a period of 2 hr. A saturated aqueous ammonium chloride solution was added to the reaction mixture. Ethyl acetate was added thereto, followed by washing w... Starting materials: C(C)(=O)Cl (Acetyl chloride), [Cl-].[NH4+] (ammonium chloride), C(C)[Mg]Br.C1CCOC1 (ethylmagnesium bromide THF), IC1=NC(=C2SC=CN21)SC (5-iodo-7-methylthioimidazo[5,1-b]thiazole). RXN SMILES: C([Mg]Br)C.C1C[O:8][CH2:7][CH2:6]1.I[C:11]1[N:18]2[C:14]([S:15][CH:16]=[CH:17]2)=[C:13]([S:19][CH3:20])[N:12]=1.C(Cl)(=O)C.[Cl-].[NH4+]>C1COCC1.C(OCC)(=O)C>[C:7]([C:11]1[N:18]2[C:14]([S:15][CH:16]=[CH:17]2)=[C:13]([S:19][CH3:20])[N:12]=1)(=[O:8])[CH3:6] |f:0.1,4.5|. The product is C(C)(=O)C1=NC(=C2SC=CN21)SC (5-acetyl-7-methylthioimidazo[5,1-b]thiazole). Reactants: C([O-])(O)=O.[Na+] (sodium bicarbonate), C(C(=O)Cl)(=O)Cl (oxalyichloride), CN(C)C (trimethylamine), [Si](C)(C)(C(C)(C)C)OCC1=CC=C(CO)C=C1 (4-(tert-butyldimethylsilyloxymethyl)benzylalcohol). The solvent is ClCCl (dichloromethane), ClCCl (dichloromethane), ClCCl (dichloromethane), CS(=O)C (dimethylsulfoxide). Conditions: temperature 0 celsius. Yields the product [Si](C)(C)(C(C)(C)C)OCC1=CC=C(C=O)C=C1 (4-(tert-butyldimethylsilyloxymethyl)benzaldehyde). The yield is 82.2%. Reaction SMILES: C(Cl)(=O)C(Cl)=O.[Si:7]([O:14][CH2:15][C:16]1[CH:23]=[CH:22][C:19]([CH2:20][OH:21])=[CH:18][CH:17]=1)([C:10]([CH3:13])([CH3:12])[CH3:11])([CH3:9])[CH3:8].CN(C)C.C(=O)(O)[O-].[Na+]>ClCCl.CS(C)=O>[Si:7]([O:14][CH2:15][C:16]1[CH:23]=[CH:22][C:19]([CH:20]=[O:21])=[CH:18][CH:17]=1)([C:10]([CH3:13])([CH3:12])[CH3:11])([CH3:9])[CH3:8] |f:3.4|. Reported procedure: A solution of oxalyichloride (1.6 ml) in dry dichloromethane (37 ml) was cooled to -70° C. under N2. Dry dimethylsulfoxide (2.5 ml) in dichloromethane (10 ml) and a solution of 4-(tert-butyldimethylsilyloxymethyl)benzylalcohol (24) (3.94 g, 15.6 mmol) in dichloromethane (20 ml) were added carefully. The reaction mixture was stirred at -70° C. for 1 h. trimethylamine (12 ml) was then added. The reaction mixture was allowed to warm up no 0° C. Saturated aqueous sodium bicarbonate (50 ml) was added...